From a dataset of the Open Reaction Database (ORD), a public repository of structured organic reaction records. describe an organic reaction: reactants, conditions, products, and yield Reactants: C(C)(C)N(CC)C(C)C (Diisopropylethylamine), C(C)[Si](CC)(CC)Cl (triethylsilylchloride), BrC1=C(N2C(S1)=C(N=C2)C=2C=NC=CC2)CO (2-bromo-7-(pyridin-3-yl)hydroxymethylimidazo[5,1-b]thiazole). Run in CN(C=O)C (dimethylformamide), C(C)(=O)OCC (ethyl acetate). Run at time 1 hour. Yields the product BrC1=C(N2C(S1)=C(N=C2)C=2C=NC=CC2)CO[Si](CC)(CC)CC (2-bromo-7-(pyridin-3-yl)triethylsilyloxymethylimidazo[5,1-b]thiazole). As a reaction SMILES: C(N(C(C)C)CC)(C)C.[CH2:10]([Si:12](Cl)([CH2:15][CH3:16])[CH2:13][CH3:14])[CH3:11].[Br:18][C:19]1[S:23][C:22]2=[C:24]([C:27]3[CH:28]=[N:29][CH:30]=[CH:31][CH:32]=3)[N:25]=[CH:26][N:21]2[C:20]=1[CH2:33][OH:34]>CN(C)C=O.C(OCC)(=O)C>[Br:18][C:19]1[S:23][C:22]2=[C:24]([C:27]3[CH:28]=[N:29][CH:30]=[CH:31][CH:32]=3)[N:25]=[CH:26][N:21]2[C:20]=1[CH2:33][O:34][Si:12]([CH2:15][CH3:16])([CH2:13][CH3:14])[CH2:10][CH3:11]. Procedure: Diisopropylethylamine (3.1 ml) and 3.0 ml of triethylsilylchloride were added in that order to a solution of 4.05 g of 2-bromo-7-(pyridin-3-yl)hydroxymethylimidazo[5,1-b]thiazole in 30 ml of dimethylformamide, and the mixture was stirred at room temperature for one hr. The reaction mixture was diluted with ethyl acetate, and the diluted reaction mixture was washed with water, a 5% aqueous sodium bicarbonate solution, and a 20% aqueous sodium chloride solution in that order and was dried over anh... The reactants are Cl.Cl.N=COCNCCC[C@H](N)C(=O)O (N5-(iminomethoxymethyl)-L-ornithine dihydrochloride), Cl.C(C)(C)(C)OC([C@@H](NC(=O)OC(C)(C)C)CCCNC=NOCC)=O (N2-(tert-butoxycarbonyl)-N5-(ethoxyiminomethyl)-L-ornithine tert-butyl ester hydrochloride). Product: O.Cl.Cl.C(C)ON=CNCCC[C@H](N)C(=O)O (N5-(ethoxyiminomethyl)-L-ornithine dihydrochloride monohydrate). Isolated yield 94.0%. RXN SMILES: [ClH:1].Cl.N=C[O:5]CNCCC[C@@H](C(O)=O)N.Cl.C([O:21][C:22](=[O:41])[C@H:23]([CH2:32][CH2:33][CH2:34][NH:35][CH:36]=[N:37][O:38][CH2:39][CH3:40])[NH:24]C(OC(C)(C)C)=O)(C)(C)C>>[OH2:5].[ClH:1].[ClH:1].[CH2:39]([O:38][N:37]=[CH:36][NH:35][CH2:34][CH2:33][CH2:32][C@@H:23]([C:22]([OH:41])=[O:21])[NH2:24])[CH3:40] |f:0.1.2,3.4,5.6.7.8|. Procedure details: By the method described above for the preparation of N5-(iminomethoxymethyl)-L-ornithine dihydrochloride, 0.78 g (1.97 mmol) N2-(tert-butoxycarbonyl)-N5-(ethoxyiminomethyl)-L-ornithine tert-butyl ester hydrochloride was deprotected to yield 0.51 g (94%) N5-(ethoxyiminomethyl)-L-ornithine dihydrochloride monohydrate. TLC (silica gel, ammonium hydroxide:methanol/1/25) Rf=0.24. Mass spectrum (CI) 204 (MH+, 74%). The reactants are ClC=1C=CC(=C(CBr)C1)F (5-chloro-2-fluorobenzyl bromide), CNCCC(C1=CC=CC=C1)O (N-methyl-3-hydroxy-3-phenylpropylamine), CC1(NC(CCC1)(C)C)C (2,2,6,6-tetramethylpiperidine). The solvent is C(C)#N (acetonitrile), C(C)#N (acetonitrile). Yields the product ClC=1C=CC(=C(C1)CN(C)CCC(C1=CC=CC=C1)O)F (N-[(5-Chloro-2-fluorophenyl)methyl]-N-methyl-3-hydroxy-3-phenylpropylamine). Isolated yield 73.2%. Reaction SMILES: [Cl:1][C:2]1[CH:3]=[CH:4][C:5]([F:10])=[C:6]([CH:9]=1)[CH2:7]Br.[CH3:11][NH:12][CH2:13][CH2:14][CH:15]([OH:22])[C:16]1[CH:21]=[CH:20][CH:19]=[CH:18][CH:17]=1.CC1(C)CCCC(C)(C)N1>C(#N)C>[Cl:1][C:2]1[CH:3]=[CH:4][C:5]([F:10])=[C:6]([CH2:7][N:12]([CH2:13][CH2:14][CH:15]([OH:22])[C:16]2[CH:17]=[CH:18][CH:19]=[CH:20][CH:21]=2)[CH3:11])[CH:9]=1. Procedure details: A solution of 5-chloro-2-fluorobenzyl bromide (10.5 g) in acetonitrile (100 ml) was added dropwise to a mixture of N-methyl-3-hydroxy-3-phenylpropylamine (7.7 g), 2,2,6,6-tetramethylpiperidine (8 ml) and acetonitrile (100 ml) After 12 h the mixture was filtered, the filtrate evaporated and the residue chromatographed on silica (Woelm Grade 1) using ether as eluant to give the title compound as an oil (10.5 g), b.p. 160°/0.5 mm. The reactants are NC=1C=C(C=CC1)C1=CC=CC=2C=C(OC21)C(=O)N[C@H]2CN1CCC2CC1 (7-(3-aminophenyl)-N-[(3R)-1-azabicyclo[2.2.2]oct-3-yl]-1-benzofuran-2-carboxamide), O1N=CC=C1C(=O)Cl (5-isoxazolecarbonyl chloride). Product: Cl.N12C[C@@H](C(CC1)CC2)NC(=O)C=2OC1=C(C2)C=CC=C1C=1C=C(C=CC1)NC(=O)C1=CC=NO1 (N-[3-(2-{[(3R)-1-Azabicyclo[2.2.2]oct-3-ylamino]carbonyl}-1-benzofuran-7-yl)-phenyl]-5-isoxazolecarboxamide hydrochloride). Reaction SMILES: [NH2:1][C:2]1[CH:3]=[C:4]([C:8]2[C:16]3[O:15][C:14]([C:17]([NH:19][C@@H:20]4[CH:25]5[CH2:26][CH2:27][N:22]([CH2:23][CH2:24]5)[CH2:21]4)=[O:18])=[CH:13][C:12]=3[CH:11]=[CH:10][CH:9]=2)[CH:5]=[CH:6][CH:7]=1.[O:28]1[C:32]([C:33]([Cl:35])=[O:34])=[CH:31][CH:30]=[N:29]1>>[ClH:35].[N:22]12[CH2:23][CH2:24][CH:25]([CH2:26][CH2:27]1)[C@@H:20]([NH:19][C:17]([C:14]1[O:15][C:16]3[C:8]([C:4]4[CH:3]=[C:2]([NH:1][C:33]([C:32]5[O:28][N:29]=[CH:30][CH:31]=5)=[O:34])[CH:7]=[CH:6][CH:5]=4)=[CH:9][CH:10]=[CH:11][C:12]=3[CH:13]=1)=[O:18])[CH2:21]2 |f:2.3|. Procedure details: 50 mg (0.14 mmol) of 7-(3-aminophenyl)-N-[(3R)-1-azabicyclo[2.2.2]oct-3-yl]-1-benzofuran-2-carboxamide (Example 114) and 36.4 mg (0.28 mmol) of 5-isoxazolecarbonyl chloride are reacted together by general method F. 39.6 mg (53.3% of theory) of the title compound are obtained. The reactants are O=C([O-])CC(O)(CC(=O)[O-])C(=O)[O-], CNCC(CCN1CCC(N2CCCNC2=O)CC1)c1ccc(Cl)c(Cl)c1, O=C(Cl)c1cccc2cc([N+](=O)[O-])ccc12, O. The product is O=C(O)CC(O)(CC(=O)O)C(=O)O, CN(CC(CCN1CCC(N2CCCNC2=O)CC1)c1ccc(Cl)c(Cl)c1)C(=O)c1cccc2cc([N+](=O)[O-])ccc12. RXN SMILES: [C:44]([CH2:45][C:46]([OH:47])([C:48](=[O:49])[O-:50])[CH2:51][C:52](=[O:53])[O-:54])(=[O:55])[O-:56].[Cl:1][c:2]1[cH:3][c:4]([CH:9]([CH2:10][NH:11][CH3:12])[CH2:13][CH2:14][N:15]2[CH2:16][CH2:17][CH:18]([N:21]3[C:22](=[O:27])[NH:23][CH2:24][CH2:25][CH2:26]3)[CH2:19][CH2:20]2)[cH:5][cH:6][c:7]1[Cl:8].[N+:28](=[O:29])([O-:30])[c:31]1[cH:32][c:33]2[cH:34][cH:35][cH:36][c:37]([C:41](=[O:42])[Cl:43])[c:38]2[cH:39][cH:40]1.[OH2:57]>>[C:44]([CH2:45][C:46]([OH:47])([C:48](=[O:49])[OH:50])[CH2:51][C:52](=[O:53])[OH:54])(=[O:55])[OH:56].[Cl:1][c:2]1[cH:3][c:4]([CH:9]([CH2:10][N:11]([CH3:12])[C:41]([c:37]2[cH:36][cH:35][cH:34][c:33]3[cH:32][c:31]([N+:28](=[O:29])[O-:30])[cH:40][cH:39][c:38]32)=[O:42])[CH2:13][CH2:14][N:15]2[CH2:16][CH2:17][CH:18]([N:21]3[C:22](=[O:27])[NH:23][CH2:24][CH2:25][CH2:26]3)[CH2:19][CH2:20]2)[cH:5][cH:6][c:7]1[Cl:8]. Reactants: NC(C#N)(CN1N=C2C(N=C(C(=C2)Br)Br)=C1)C (2-amino-3-(5,6-dibromo-2H-pyrazolo[4,3-b]pyridin-2-yl)-2-methylpropionitrile), FC(C1=CC=C(C(=S)Cl)C=C1)(F)F (4-trifluoromethylthiobenzoyl chloride). Product: C(#N)C(CN1N=C2C(N=C(C(=C2)Br)Br)=C1)(C)NC(C1=CC=C(C=C1)C(F)(F)F)=S (N-[1-Cyano-2-(5,6-dibromo-2H-pyrazolo[4,3-b]pyridin-2-yl)-1-methylethyl]-4-trifluoromethylthiobenzamide), solid. Yield: 47.0%. As a reaction SMILES: [NH2:1][C:2]([CH3:17])([CH2:5][N:6]1[CH:16]=[C:9]2[N:10]=[C:11]([Br:15])[C:12]([Br:14])=[CH:13][C:8]2=[N:7]1)[C:3]#[N:4].[F:18][C:19]([F:30])([F:29])[C:20]1[CH:28]=[CH:27][C:23]([C:24](Cl)=[S:25])=[CH:22][CH:21]=1>>[C:3]([C:2]([NH:1][C:24](=[S:25])[C:23]1[CH:22]=[CH:21][C:20]([C:19]([F:18])([F:29])[F:30])=[CH:28][CH:27]=1)([CH3:17])[CH2:5][N:6]1[CH:16]=[C:9]2[N:10]=[C:11]([Br:15])[C:12]([Br:14])=[CH:13][C:8]2=[N:7]1)#[N:4]. Procedure: Using a procedure similar to that described in Example 1, except using 2-amino-3-(5,6-dibromo-2H-pyrazolo[4,3-b]pyridin-2-yl)-2-methylpropionitrile (60 mg, described in Example 195) and 4-trifluoromethylthiobenzoyl chloride (28 μL), the title compound was isolated as a white solid (44 mg, 47%). MS (ES): M/Z [M+H]=562. 1H NMR: (400 MHz, DMSO-d6): 1.68 (s, 3H), 5.13 (d, J=13.2 Hz, 1H), 5.18 (d, J=13.2 Hz, 1H), 7.88 (d, J=8.4 Hz, 2H), 7.94 (d, J=8.4 Hz, 2H), 8.74 (s, 1H), 8.79 (s, 1H) and 9.04 (s, ...